This data is from the Open Reaction Database (ORD), a public repository of structured organic reaction records. The task is: describe an organic reaction: reactants, conditions, products, and yield Reactants: O=C([O-])O, Cc1ccccc1, O=C(CCCCCl)c1ccccc1, [I-], [K+], [K+], O, OC(c1ccccc1)(c1ccccc1)C1CCNCC1. Product: Cl, O=C(CCCCN1CCC(C(O)(c2ccccc2)c2ccccc2)CC1)c1ccccc1. As a reaction SMILES: [C:34](=[O:35])([OH:36])[O-:37].[CH3:41][c:42]1[cH:43][cH:44][cH:45][cH:46][cH:47]1.[Cl:21][CH2:22][CH2:23][CH2:24][CH2:25][C:26](=[O:27])[c:28]1[cH:29][cH:30][cH:31][cH:32][cH:33]1.[I-:40].[K+:38].[K+:39].[OH2:48].[c:1]1([C:7]([OH:8])([CH:9]2[CH2:10][CH2:11][NH:12][CH2:13][CH2:14]2)[c:15]2[cH:16][cH:17][cH:18][cH:19][cH:20]2)[cH:2][cH:3][cH:4][cH:5][cH:6]1>>[ClH:21].[c:1]1([C:7]([OH:8])([CH:9]2[CH2:10][CH2:11][N:12]([CH2:22][CH2:23][CH2:24][CH2:25][C:26](=[O:27])[c:28]3[cH:29][cH:30][cH:31][cH:32][cH:33]3)[CH2:13][CH2:14]2)[c:15]2[cH:16][cH:17][cH:18][cH:19][cH:20]2)[cH:2][cH:3][cH:4][cH:5][cH:6]1. Reactants: NC=1SC=CC1C(=O)N (2-Amino-thiophene-3-carboxylic acid amide), FC1=C(C(=O)Cl)C=CC=C1 (2-fluorobenzoyl chloride). Run in N1=CC=CC=C1 (pyridine). Conditions: temperature 0 celsius, time 8 hour. Product: FC1=C(C(=O)NC=2SC=CC2C(=O)N)C=CC=C1 (2-(2-Fluoro-benzoylamino)-thiophene-3-carboxylic acid amide). Yield: 77.0%. RXN SMILES: [NH2:1][C:2]1[S:3][CH:4]=[CH:5][C:6]=1[C:7]([NH2:9])=[O:8].[F:10][C:11]1[CH:19]=[CH:18][CH:17]=[CH:16][C:12]=1[C:13](Cl)=[O:14]>N1C=CC=CC=1>[F:10][C:11]1[CH:19]=[CH:18][CH:17]=[CH:16][C:12]=1[C:13]([NH:1][C:2]1[S:3][CH:4]=[CH:5][C:6]=1[C:7]([NH2:9])=[O:8])=[O:14]. Procedure: 2-Amino-thiophene-3-carboxylic acid amide (8.73 g, 61.4 mmole) was dissolved in pyridine (100 ml), cooled to 0° C., and 2-fluorobenzoyl chloride was added dropwise over 20 min, then the reaction was allowed to warm to room temperature with stirring overnight. The pyridine was removed under vacuum, dichloromethane and water were added. The product was precipitated as a grey solid and was washed with diluted hydrochloric acid, water and air dried. The dichloromethane layer was separated, washed wi... Procedure: The title compound was prepared from 5-chloro-6-methylpyridin-2-amine in six steps in an analogous fashion to that described for the synthesis of [6-(1H-tetrazol-1-yl)pyridin-3-yl]acetic acid (Method 1, Steps A-F): LC-MS (IE, m/z): 192 [M+1-N2]+, 220 [M+1]+; 1H-NMR (400 MHz, CDCl3) δ 9.88 (s, 1H), 7.9 (d, 1H), 7.85 (d, 1H), 3.79 (s, 2H), 2.59 (s, 3H). The product is CC1=NC(=CC=C1CC(=O)O)N1N=NN=C1 ([2-methyl-6-(1H-tetrazol-1-yl)pyridin-3-yl]acetic acid). Reaction SMILES: Cl[C:2]1C=CC(N)=NC=1C.[N:10]1([C:15]2[N:20]=[CH:19][C:18]([CH2:21][C:22]([OH:24])=[O:23])=[CH:17][CH:16]=2)[CH:14]=[N:13][N:12]=[N:11]1>>[CH3:2][C:19]1[C:18]([CH2:21][C:22]([OH:24])=[O:23])=[CH:17][CH:16]=[C:15]([N:10]2[CH:14]=[N:13][N:12]=[N:11]2)[N:20]=1. The reactants are ClC=1C=CC(=NC1C)N (5-chloro-6-methylpyridin-2-amine), N1(N=NN=C1)C1=CC=C(C=N1)CC(=O)O ([6-(1H-tetrazol-1-yl)pyridin-3-yl]acetic acid).